This data is from the Open Reaction Database (ORD), a public repository of structured organic reaction records. The task is: describe an organic reaction: reactants, conditions, products, and yield Starting materials: CC1(OB(OC1(C)C)C1=C2C=CNC2=CC=C1)C (4-(4,4,5,5-tetramethyl-[1,3,2]dioxaborolan-2-yl)-1H-indole), BrC1=CC=C(C=C1)F (4-bromofluorobenzene), [OH-].[Na+] (sodium hydroxide). The reagents and catalysts are [Pd] (Palladium). Solvent: C1CCOC1 (THF), C(C)(=O)OCC (ethyl acetate). Conditions: temperature 70 celsius, time 15 hour. The product is FC1=CC=C(C=C1)C1=C2C=CNC2=CC=C1 (4-(4-Fluoro-phenyl)-1H-indole). Yield: 79.4%. As a reaction SMILES: CC1(C)C(C)(C)OB([C:9]2[CH:17]=[CH:16][CH:15]=[C:14]3[C:10]=2[CH:11]=[CH:12][NH:13]3)O1.Br[C:20]1[CH:25]=[CH:24][C:23]([F:26])=[CH:22][CH:21]=1.[OH-].[Na+]>C1COCC1.[Pd].C(OCC)(=O)C>[F:26][C:23]1[CH:24]=[CH:25][C:20]([C:9]2[CH:17]=[CH:16][CH:15]=[C:14]3[C:10]=2[CH:11]=[CH:12][NH:13]3)=[CH:21][CH:22]=1 |f:2.3|. Procedure details: To a mixture of 4-(4,4,5,5-tetramethyl-[1,3,2]dioxaborolan-2-yl)-1H-indole (3, 4.0 g, 16.4 mmol), and 4-bromofluorobenzene (3.45 g, 19.7 mmol) in THF (80 mL)) were added Palladium catalyst Pd(PPh3)4 (0.57 g, 0.49 mmol) and the freshly prepared sodium hydroxide solution (2.0 g, 49.3 mmol in 25 mL water). The system was degassed and then charged with nitrogen. The degas procedure was repeated for three times. The mixture was stirred under nitrogen at 70° C. oil bath for 15 hours. TLC showed the co...